The task is: describe an organic reaction: reactants, conditions, products, and yield. This data is from the Open Reaction Database (ORD), a public repository of structured organic reaction records. The reactants are Cl (HCl), CN (methylamine), C(C)(=O)O (acetic acid), O=C(C(=O)O)C=CC1=C(C(=CC=C1)OC)OC (2-keto-4-(2,3-dimethoxyphenyl)-3-butenoic acid). The reagents and catalysts are [Pd] (Pd/C). The solvent is C(C)O (ethanol). Conditions: temperature 50 celsius, time 15 minute. The product is Cl.CNC(C(=O)O)CCC1=C(C(=CC=C1)OC)OC (2-Methylamino-4-(2,3-dimethoxyphenyl)butyric acid hydrochloride). RXN SMILES: O=[C:2]([CH:6]=[CH:7][C:8]1[CH:13]=[CH:12][CH:11]=[C:10]([O:14][CH3:15])[C:9]=1[O:16][CH3:17])[C:3]([OH:5])=[O:4].[CH3:18][NH2:19].C(O)(=O)C.[ClH:24]>C(O)C.[Pd]>[ClH:24].[CH3:18][NH:19][CH:2]([CH2:6][CH2:7][C:8]1[CH:13]=[CH:12][CH:11]=[C:10]([O:14][CH3:15])[C:9]=1[O:16][CH3:17])[C:3]([OH:5])=[O:4] |f:6.7|. Reported procedure: 70.0 g of 2-keto-4-(2,3-dimethoxyphenyl)-3-butenoic acid (0,30 moles) dissolved in 700 ml of ethanol are placed into a hydrogenator, then 43.0 g of an 8.03M (0.34 mole) methylamine solution and glacial acetic acid under nitrogen atmosphere are added to pH from 8 to 9, keeping the temperature below 25° C. Stirring is continued for about 15 minutes, then 14.0 g of 5% Pd/C (about 50% humidity) are added, under hydrogen pressure (40 psi, room temperature) for 6 hours. The reaction mixture is then ad...